Dataset: the Open Reaction Database (ORD), a public repository of structured organic reaction records. Task: describe an organic reaction: reactants, conditions, products, and yield Starting materials: O=C([O-])[O-], CCCCCC, CCOC(C)=O, O=Cc1c(O)cc(Cl)cc1Cl, CI, [K+], [K+], CN(C)C=O, O. Yields the product COc1cc(Cl)cc(Cl)c1C=O. As a reaction SMILES: [C:12](=[O:13])([O-:14])[O-:15].[CH3:20][CH2:21][CH2:22][CH2:23][CH2:24][CH3:25].[CH3:26][CH2:27][O:28][C:29]([CH3:30])=[O:31].[Cl:1][c:2]1[c:3]([CH:4]=[O:5])[c:6]([OH:11])[cH:7][c:8]([Cl:10])[cH:9]1.[I:18][CH3:19].[K+:16].[K+:17].[O:32]=[CH:33][N:34]([CH3:35])[CH3:36].[OH2:37]>>[Cl:1][c:2]1[c:3]([CH:4]=[O:5])[c:6]([O:11][CH3:12])[cH:7][c:8]([Cl:10])[cH:9]1. Conditions: time 90 day. Run in C(C)O (ethanol), solution, cis-[Pt(NH3)2 -(H2O)2 ](NO3)2. Reaction SMILES: [P:1]([O:5][C@H:6]1[O:14][C@H:13]([CH2:15][OH:16])[C@@H:11]([OH:12])[C@H:9]([OH:10])[C@H:7]1[OH:8])([O-:4])([O-:3])=[O:2].[Na+].[Na+].O>C(O)C>[P:1]([O:5][C@H:6]1[O:14][C@H:13]([CH2:15][OH:16])[C@@H:11]([OH:12])[C@H:9]([OH:10])[C@H:7]1[OH:8])([OH:4])([OH:3])=[O:2] |f:0.1.2|. Reported procedure: A 3.76-gram portion of disodium α-D-glucose-1-phosphate was dissolved in 33.3 ml of a 0.3 M solution of cis-[Pt(NH3)2 -(H2O)2 ](NO3)2. The resulting solution had an initial pH of 5.2. The solution was stoppered with a porous plug and then stirred for 90 days at room temperature, turning deep blue in color. During that period, water was periodically added to maintain the solution volume at 40 ml. At the end of the three month period, 60 ml of ethanol were added to the solution and a dark blue mat... Reactants: P(=O)([O-])([O-])O[C@@H]1[C@H](O)[C@@H](O)[C@H](O)[C@H](O1)CO.[Na+].[Na+] (disodium α-D-glucose-1-phosphate), O (water). Product: P(=O)(O)(O)O[C@@H]1[C@H](O)[C@@H](O)[C@H](O)[C@H](O1)CO (α-D-glucose-1-phosphate). Starting materials: CO, Cc1c(C(=O)O)cc(Cl)c(Oc2cc(Br)c(O)c(C(C)C)c2)c1Cl, Cl. The product is COC(=O)c1cc(Cl)c(Oc2cc(Br)c(O)c(C(C)C)c2)c(Cl)c1C. RXN SMILES: [CH3:26][OH:27].[Cl:2][c:3]1[c:4]([CH3:25])[c:5]([C:6](=[O:7])[OH:8])[cH:9][c:10]([Cl:24])[c:11]1[O:12][c:13]1[cH:14][c:15]([Br:23])[c:16]([OH:22])[c:17]([CH:19]([CH3:20])[CH3:21])[cH:18]1.[ClH:1]>>[Cl:2][c:3]1[c:4]([CH3:25])[c:5]([C:6](=[O:7])[O:8][CH3:26])[cH:9][c:10]([Cl:24])[c:11]1[O:12][c:13]1[cH:14][c:15]([Br:23])[c:16]([OH:22])[c:17]([CH:19]([CH3:20])[CH3:21])[cH:18]1. Reactants: O=c1cc(-c2cccc(F)c2)c2ccc(CBr)cc2o1, CCO, [N-]=[N+]=[N-], [Na+]. The product is [N-]=[N+]=NCc1ccc2c(-c3cccc(F)c3)cc(=O)oc2c1. RXN SMILES: [Br:1][CH2:2][c:3]1[cH:4][cH:5][c:6]2[c:7](-[c:14]3[cH:15][c:16]([F:20])[cH:17][cH:18][cH:19]3)[cH:8][c:9](=[O:13])[o:10][c:11]2[cH:12]1.[CH3:25][CH2:26][OH:27].[N-:22]=[N+:23]=[N-:24].[Na+:21]>>[CH2:2]([c:3]1[cH:4][cH:5][c:6]2[c:7](-[c:14]3[cH:15][c:16]([F:20])[cH:17][cH:18][cH:19]3)[cH:8][c:9](=[O:13])[o:10][c:11]2[cH:12]1)[N:22]=[N+:23]=[N-:24].